Dataset: the Open Reaction Database (ORD), a public repository of structured organic reaction records. Task: describe an organic reaction: reactants, conditions, products, and yield As a reaction SMILES: C([O:3][P:4]([CH2:9][C:10]1[C:14]2[CH:15]=[C:16]([N:19]3[C:24](=[O:25])[CH:23]=[C:22]([C:26]([F:29])([F:28])[F:27])[N:21]([CH3:30])[C:20]3=[O:31])[CH:17]=[CH:18][C:13]=2[S:12][N:11]=1)(=[O:8])[O:5]CC)C.Br[Si](C)(C)C>C(Cl)Cl.CO>[CH3:30][N:21]1[C:22]([C:26]([F:29])([F:28])[F:27])=[CH:23][C:24](=[O:25])[N:19]([C:16]2[CH:17]=[CH:18][C:13]3[S:12][N:11]=[C:10]([CH2:9][P:4](=[O:3])([OH:5])[OH:8])[C:14]=3[CH:15]=2)[C:20]1=[O:31]. Solvent: C(Cl)Cl (methylene chloride), CO (methanol). Product: CN1C(N(C(C=C1C(F)(F)F)=O)C=1C=CC2=C(C(=NS2)CP(O)(O)=O)C1)=O ({{5-[3,6-Dihydro-3-methyl-2,6-dioxo-4-(trifluoromethyl)-1(2H)-pyrimidinyl]-1,2-benzisothiazol-3-yl}methyl}phosphonic acid). Isolated yield 73.5%. Procedure details: A solution of diethyl{{5-[3,6-dihydro-3-methyl-2,6-dioxo-4-(trifluoromethyl)-1(2H)-pyrimidinyl]-1,2-benzisothiazol-3-yl}methyl}phosphonate (1.00 g, 0.00210 mol) and bromotrimethylsilane (2.20 mL, 0.0168 mol) in methylene chloride (5.0 mL) is stirred at room temperature overnight and concentrated in vacuo to obtain a residue. The residue is diluted with methanol (10.0 mL), stirred at room temperature for 3.5 hours and concentrated in vacuo to obtain a tan solid. The solid is triturated in boiling... Reactants: C(C)OP(OCC)(=O)CC1=NSC2=C1C=C(C=C2)N2C(N(C(=CC2=O)C(F)(F)F)C)=O (diethyl{{5-[3,6-dihydro-3-methyl-2,6-dioxo-4-(trifluoromethyl)-1(2H)-pyrimidinyl]-1,2-benzisothiazol-3-yl}methyl}phosphonate), Br[Si](C)(C)C (bromotrimethylsilane). Reaction conditions: time 3.5 hour. The reactants are NC1CCN(Cc2ccccc2)C1, O=C(O)C1CCCCN1c1nc2ccc(Cl)cc2s1. The product is O=C(NC1CCN(Cc2ccccc2)C1)C1CCCCN1c1nc2ccc(Cl)cc2s1. RXN SMILES: [CH2:20]([c:21]1[cH:22][cH:23][cH:24][cH:25][cH:26]1)[N:27]1[CH2:28][CH:29]([NH2:32])[CH2:30][CH2:31]1.[Cl:1][c:2]1[cH:3][c:4]2[c:5]([n:6][c:7]([N:9]3[CH:10]([C:15](=[O:16])[OH:17])[CH2:11][CH2:12][CH2:13][CH2:14]3)[s:8]2)[cH:18][cH:19]1>>[Cl:1][c:2]1[cH:3][c:4]2[c:5]([n:6][c:7]([N:9]3[CH:10]([C:15](=[O:17])[NH:32][CH:29]4[CH2:28][N:27]([CH2:20][c:21]5[cH:22][cH:23][cH:24][cH:25][cH:26]5)[CH2:31][CH2:30]4)[CH2:11][CH2:12][CH2:13][CH2:14]3)[s:8]2)[cH:18][cH:19]1. The reactants are CCOC(=O)CBr, C1CCOC1, [H-], [Na+], N#Cc1ccc(Oc2ccc3c(c2)COB3O)cc1O. Product: CCOC(=O)COc1cc(Oc2ccc3c(c2)COB3O)ccc1C#N. RXN SMILES: [Br:23][CH2:24][C:25](=[O:26])[O:27][CH2:28][CH3:29].[CH2:30]1[O:31][CH2:32][CH2:33][CH2:34]1.[H-:22].[Na+:21].[OH:1][c:2]1[c:3]([C:4]#[N:5])[cH:6][cH:7][c:8]([O:10][c:11]2[cH:12][c:13]3[c:14]([cH:19][cH:20]2)[B:15]([OH:18])[O:16][CH2:17]3)[cH:9]1>>[O:1]([c:2]1[c:3]([C:4]#[N:5])[cH:6][cH:7][c:8]([O:10][c:11]2[cH:12][c:13]3[c:14]([cH:19][cH:20]2)[B:15]([OH:18])[O:16][CH2:17]3)[cH:9]1)[CH2:24][C:25](=[O:26])[O:27][CH2:28][CH3:29]. Starting materials: O=CO, [Na+], CC1(C)NC(c2ccc(Br)cc2)C2C(=O)N(Cc3ccc4c(c3)OCO4)C(=O)C21, [OH-]. The product is CN1C(c2ccc(Br)cc2)C2C(=O)N(Cc3ccc4c(c3)OCO4)C(=O)C2C1(C)C. Reaction SMILES: [CH:30]([OH:31])=[O:32].[Na+:34].[O:1]1[CH2:2][O:3][c:4]2[c:5]1[cH:6][cH:7][c:8]([CH2:10][N:11]1[C:12](=[O:29])[CH:13]3[C:14]([CH3:27])([CH3:28])[NH:15][CH:16]([c:20]4[cH:21][cH:22][c:23]([Br:26])[cH:24][cH:25]4)[CH:17]3[C:18]1=[O:19])[cH:9]2.[OH-:33]>>[O:1]1[CH2:2][O:3][c:4]2[c:5]1[cH:6][cH:7][c:8]([CH2:10][N:11]1[C:12](=[O:29])[CH:13]3[C:14]([CH3:27])([CH3:28])[N:15]([CH3:30])[CH:16]([c:20]4[cH:21][cH:22][c:23]([Br:26])[cH:24][cH:25]4)[CH:17]3[C:18]1=[O:19])[cH:9]2. Starting materials: Cl (hydrochloric acid), C1(CC1)N1C=C(C(C2=CC(=C(C(=C12)OC(F)F)N1CC(NCC1)C)F)=O)C(=O)O (1-Cyclopropyl-8-difluoromethoxy-6-fluoro-7-(3-methylpiperazinyl)-1,4-dihydro-4-oxoquinoline-3-carboxylic acid). Solvent: CO (methanol). The product is Cl.C1(CC1)N1C=C(C(C2=CC(=C(C(=C12)OC(F)F)N1CC(NCC1)C)F)=O)C(=O)O (1-Cyclopropyl-8-difluoromethoxy-6-fluoro-7-(3-methylpiperazinyl)-1,4-dihydro-4-oxoquinoline-3-carboxylic acid hydrochloride). The yield is 90.2%. RXN SMILES: [ClH:1].[CH:2]1([N:5]2[C:14]3[C:9](=[CH:10][C:11]([F:26])=[C:12]([N:19]4[CH2:24][CH2:23][NH:22][CH:21]([CH3:25])[CH2:20]4)[C:13]=3[O:15][CH:16]([F:18])[F:17])[C:8](=[O:27])[C:7]([C:28]([OH:30])=[O:29])=[CH:6]2)[CH2:4][CH2:3]1>CO>[ClH:1].[CH:2]1([N:5]2[C:14]3[C:9](=[CH:10][C:11]([F:26])=[C:12]([N:19]4[CH2:24][CH2:23][NH:22][CH:21]([CH3:25])[CH2:20]4)[C:13]=3[O:15][CH:16]([F:18])[F:17])[C:8](=[O:27])[C:7]([C:28]([OH:30])=[O:29])=[CH:6]2)[CH2:4][CH2:3]1 |f:3.4|. Procedure: 240 ml (0.0024 moles) of 1N aqueous hydrochloric acid were added to a suspension of 1.00 g (0.0024 moles) of 1-cyclopropyl-8-difluoromethoxy-6-fluoro-7-(3-methylpiperazinyl)-1,4-dihydro-4-oxoquinoline-3-carboxylic acid (prepared as described in Example 1) in 50 ml of methanol to obtain a transparent solution. This was concentrated by evaporation under reduced pressure, and the residue was washed with ethanol, to give 0.97 g of the title compound (hydrochloride) as a colorless powder, melting at ... The reactants are CS(C)=O, CO, Cc1cc2nc(NC(=O)c3ccc(C(C)(C)O)cc3)cc(Cl)n2n1, OCCC1CCNCC1, CN(C)C=O. Product: Cc1cc2nc(NC(=O)c3ccc(C(C)(C)O)cc3)cc(N3CCC(CCO)CC3)n2n1. Reaction SMILES: [CH3:39][S:40]([CH3:41])=[O:42].[CH3:43][OH:44].[Cl:1][c:2]1[cH:3][c:4]([NH:12][C:13]([c:14]2[cH:15][cH:16][c:17]([C:20]([CH3:21])([CH3:22])[OH:23])[cH:18][cH:19]2)=[O:24])[n:5][c:6]2[n:7]1[n:8][c:9]([CH3:11])[cH:10]2.[NH:25]1[CH2:26][CH2:27][CH:28]([CH2:31][CH2:32][OH:33])[CH2:29][CH2:30]1.[O:34]=[CH:35][N:36]([CH3:37])[CH3:38]>>[c:2]1([N:25]2[CH2:26][CH2:27][CH:28]([CH2:31][CH2:32][OH:33])[CH2:29][CH2:30]2)[cH:3][c:4]([NH:12][C:13]([c:14]2[cH:15][cH:16][c:17]([C:20]([CH3:21])([CH3:22])[OH:23])[cH:18][cH:19]2)=[O:24])[n:5][c:6]2[n:7]1[n:8][c:9]([CH3:11])[cH:10]2. Reactants: C(C)N1C=C(C(C2=CC(=C(C(=C12)OC)C=1N=C(SC1)CNC)F)=O)C(=O)O (1-ethyl-6-fluoro-1,4-dihydro-8-methoxy-7-[2-[(methylamino)methyl]-4-thiazolyl]-4-oxo-3-quinolinecarboxylic acid), Br (hydrobromic acid), Br (hydrobromic acid). Run in C(C)(=O)O (acetic acid). Reaction conditions: temperature 70 celsius, time 8 hour. Yields the product C(C)N1C=C(C(C2=CC(=C(C(=C12)O)C=1N=C(SC1)CNC)F)=O)C(=O)O (1-ethyl-6-fluoro-1,4-dihydro-8-hydroxy-7-[2-[(methylamino)methyl]-4thiazolyl]-4-oxo-3-quinolinecarboxylic acid). The yield is 85.9%. As a reaction SMILES: [CH2:1]([N:3]1[C:12]2[C:7](=[CH:8][C:9]([F:23])=[C:10]([C:15]3[N:16]=[C:17]([CH2:20][NH:21][CH3:22])[S:18][CH:19]=3)[C:11]=2[O:13]C)[C:6](=[O:24])[C:5]([C:25]([OH:27])=[O:26])=[CH:4]1)[CH3:2].Br>C(O)(=O)C>[CH2:1]([N:3]1[C:12]2[C:7](=[CH:8][C:9]([F:23])=[C:10]([C:15]3[N:16]=[C:17]([CH2:20][NH:21][CH3:22])[S:18][CH:19]=3)[C:11]=2[OH:13])[C:6](=[O:24])[C:5]([C:25]([OH:27])=[O:26])=[CH:4]1)[CH3:2]. Procedure details: To 700 mg (1.79 mmol) of the 1-ethyl-6-fluoro-1,4-dihydro-8-methoxy-7-[2-[(methylamino)methyl]-4-thiazolyl]-4-oxo-3-quinolinecarboxylic acid was added 8 ml of hydrobromic acid in acetic acid and the mixture was heated to 70° C. After four hours 8 ml more hydrobromic acid was added and the mixture stirred overnight. The solids were collected, dissolved in aqueous ammonia and concentrated to one fourth volume. Filtration gave 580 mg of 1-ethyl-6-fluoro-1,4-dihydro-8-hydroxy-7-[2-[(methylamino)meth... Starting materials: O=C([O-])[O-], Cc1nc(N2CCc3ccccc3CC2)c(C#N)c(=O)[nH]1, CI, CN(C)C=O, [K+], [K+]. Yields the product Cc1nc(N2CCc3ccccc3CC2)c(C#N)c(=O)n1C. As a reaction SMILES: [C:24](=[O:25])([O-:26])[O-:27].[CH3:1][c:2]1[nH:3][c:4](=[O:21])[c:5]([C:19]#[N:20])[c:6]([N:8]2[CH2:9][CH2:10][c:11]3[c:12]([cH:15][cH:16][cH:17][cH:18]3)[CH2:13][CH2:14]2)[n:7]1.[CH3:22][I:23].[CH3:30][N:31]([CH3:32])[CH:33]=[O:34].[K+:28].[K+:29]>>[CH3:1][c:2]1[n:3]([CH3:24])[c:4](=[O:21])[c:5]([C:19]#[N:20])[c:6]([N:8]2[CH2:9][CH2:10][c:11]3[c:12]([cH:15][cH:16][cH:17][cH:18]3)[CH2:13][CH2:14]2)[n:7]1.